Task: describe an organic reaction: reactants, conditions, products, and yield. Dataset: the Open Reaction Database (ORD), a public repository of structured organic reaction records Reactants: O, CCOC(=O)C(O)CCc1ccc(-c2ccccc2Cl)cc1, BrP(Br)(Br)(Br)Br. Yields the product CCOC(=O)C(Br)CCc1ccc(-c2ccccc2Cl)cc1. As a reaction SMILES: [OH2:29].[OH:1][CH:2]([C:3](=[O:4])[O:5][CH2:6][CH3:7])[CH2:8][CH2:9][c:10]1[cH:11][cH:12][c:13](-[c:16]2[c:17]([Cl:22])[cH:18][cH:19][cH:20][cH:21]2)[cH:14][cH:15]1.[P:23]([Br:24])([Br:25])([Br:26])([Br:27])[Br:28]>>[CH:2]([C:3](=[O:4])[O:5][CH2:6][CH3:7])([CH2:8][CH2:9][c:10]1[cH:11][cH:12][c:13](-[c:16]2[c:17]([Cl:22])[cH:18][cH:19][cH:20][cH:21]2)[cH:14][cH:15]1)[Br:24]. As a reaction SMILES: [CH2:1]([N:8]1[CH2:13][CH2:12][NH:11][CH2:10][CH2:9]1)[C:2]1[CH:7]=[CH:6][CH:5]=[CH:4][CH:3]=1.I.[CH3:15][NH:16][C:17](=[NH:20])SC.Br[C:22](=[CH:25][O:26]C(C)C)[CH:23]=O.C([O-])([O-])=O.[K+].[K+].C1OCCOCCOCCOCCOCCOC1>CC#N>[CH2:1]([N:8]1[CH2:13][CH2:12][N:11]([C:17]2[N:16]([CH3:15])[C:22]([CH:25]=[O:26])=[CH:23][N:20]=2)[CH2:10][CH2:9]1)[C:2]1[CH:3]=[CH:4][CH:5]=[CH:6][CH:7]=1 |f:1.2,4.5.6|. Yield: 17.6%. Reported procedure: To 15 mL of MeCN was added 880 mg (4.99 mmol) of N-benzyl-piperazine and 1.16 g (5.00 mmol) of 1,2-dimethyl-isothiourea hydroiodide. The mixture was heated at reflux overnight. Then, 970 mg (5.02 mmol) of 2-bromo-3-isopropoxy-propenal and 2.07 g (15.0 mmol) of K2CO3, and 250 mg of 18-crown-6 were added and the mixture was heated to reflux overnight. The mixture was cooled, concentrated, and dissolved in EtOAc with a small amount of water to dissolve salts. The aqueous phase was extracted twice w... The reactants are BrC(C=O)=COC(C)C (2-bromo-3-isopropoxy-propenal), C(=O)([O-])[O-].[K+].[K+] (K2CO3), C1COCCOCCOCCOCCOCCO1 (18-crown-6), C(C1=CC=CC=C1)N1CCNCC1 (N-benzyl-piperazine), I.CNC(SC)=N (1,2-dimethyl-isothiourea hydroiodide). Yields the product C(C1=CC=CC=C1)N1CCN(CC1)C1=NC=C(N1C)C=O (2-(4-benzyl-piperazin-1-yl)-3-methyl-3H-imidazole-4-carbaldehyde). Solvent: CC#N (MeCN).